This data is from the Open Reaction Database (ORD), a public repository of structured organic reaction records. The task is: describe an organic reaction: reactants, conditions, products, and yield Run at temperature 100 celsius, time 2 hour. RXN SMILES: C(OC([N:8]1[CH2:13][CH2:12][CH:11]([C:14](O)=O)[CH2:10][CH2:9]1)=O)(C)(C)C.C1N=CN(C(N2C=NC=C2)=O)C=1.[Br:29][C:30]1[CH:31]=[C:32]([NH2:37])[C:33]([NH2:36])=[CH:34][CH:35]=1>CN(C=O)C.N1C=CC=CC=1>[Br:29][C:30]1[CH:35]=[CH:34][C:33]2[NH:36][C:14]([CH:11]3[CH2:10][CH2:9][NH:8][CH2:13][CH2:12]3)=[N:37][C:32]=2[CH:31]=1. Run in CN(C)C=O (DMF), N1=CC=CC=C1 (pyridine). Yields the product BrC1=CC2=C(NC(=N2)C2CCNCC2)C=C1 (5-Bromo-2-piperidin-4-yl-1H-benzoimidazole). Reactants: C(C)(C)(C)OC(=O)N1CCC(CC1)C(=O)O (piperidine-1,4-dicarboxylic acid mono-tert-butyl ester), BrC=1C=C(C(=CC1)N)N (4-Bromo-benzene-1,2-diamine), C1=CN(C=N1)C(=O)N2C=CN=C2 (CDI). Isolated yield 60.3%. Procedure details: To the mixture of piperidine-1,4-dicarboxylic acid mono-tert-butyl ester (2 g, 8.7 mmol) in DMF (15 mL) and pyridine (15 mL) was added CDI (1.55 g, 9.57 mmol) at 45° C. and the mixture was stirred for another 2 h at this temperature. Then 4-Bromo-benzene-1,2-diamine (1.63 g, 8.7 mmol) was added and the mixture was stirred at RT overnight. Solvents were removed in vacuo and the residue was dissolved in HOAc (10 mL) and heated for 1 h at 100° C. Then the reaction mixture was concentrated and the r... Reactants: O1C2=C(C=C(CC1)C(=O)O)C=CC=C2 (2,3-Dihydro-benzo[b]oxepine-4-carboxylicacid), S(=O)(Cl)Cl (thionylchloride). The solvent is O1CCCC1 (tetrahydrofuran). Run at time 2 hour. Yields the product O1C2=C(C=C(CC1)C(=O)Cl)C=CC=C2 (2,3-Dihydro-benzo[b]oxepine-4-carbonylchloride). As a reaction SMILES: [O:1]1[CH2:7][CH2:6][C:5]([C:8](O)=[O:9])=[CH:4][C:3]2[CH:11]=[CH:12][CH:13]=[CH:14][C:2]1=2.S(Cl)([Cl:17])=O>O1CCCC1>[O:1]1[CH2:7][CH2:6][C:5]([C:8]([Cl:17])=[O:9])=[CH:4][C:3]2[CH:11]=[CH:12][CH:13]=[CH:14][C:2]1=2. Procedure: 2,3-Dihydro-benzo[b]oxepine-4-carboxylicacid (2.3 mmol) was dissolved in 15 ml tetrahydrofuran. 0.7 ml of thionylchloride were added dropwise and the solution was stirred for two hours. The reaction was quenched by methanol. Methanol and thionylchloride were removed in vacuo yielding 340 mg of 2,3-Dihydro-benzo[b]oxepine-4-carbonylchloride. This was used for step E without further purification. Starting materials: O=C(O)CNC(=O)OCc1ccccc1, CCN=C=NCCCN(C)C, ClCCl, CC(C)(C)OC(=O)N1CC(N)C1, On1nnc2ccccc21. The product is CC(C)(C)OC(=O)N1CC(NC(=O)CNC(=O)OCc2ccccc2)C1. As a reaction SMILES: [CH2:1]([c:2]1[cH:3][cH:4][cH:5][cH:6][cH:7]1)[O:8][C:9](=[O:10])[NH:11][CH2:12][C:13](=[O:14])[OH:15].[CH3:16][CH2:17][N:18]=[C:19]=[N:20][CH2:21][CH2:22][CH2:23][N:24]([CH3:25])[CH3:26].[Cl:49][CH2:50][Cl:51].[NH2:27][CH:28]1[CH2:29][N:30]([C:32](=[O:33])[O:34][C:35]([CH3:36])([CH3:37])[CH3:38])[CH2:31]1.[OH:39][n:40]1[c:41]2[c:42]([cH:43][cH:44][cH:45][cH:46]2)[n:47][n:48]1>>[CH2:1]([c:2]1[cH:3][cH:4][cH:5][cH:6][cH:7]1)[O:8][C:9](=[O:10])[NH:11][CH2:12][C:13](=[O:15])[NH:27][CH:28]1[CH2:29][N:30]([C:32](=[O:33])[O:34][C:35]([CH3:36])([CH3:37])[CH3:38])[CH2:31]1.